describe an organic reaction: reactants, conditions, products, and yield From a dataset of the Open Reaction Database (ORD), a public repository of structured organic reaction records. The reactants are BrC1=CC=C(C=C1)CC (1-bromo-4-ethylbenzene), C(=O)C=1C=C(C(=O)OC)C=CC1O (methyl 3-formyl-4-hydroxybenzoate), C(C)C1=CC=C(C=C1)[Li] (4-ethylphenyllithium), [Cl-].[NH4+] (ammonium chloride), C(C)(C)(C)[Li] (t-butyllithium). The solvent is O1CCCC1 (tetrahydrofuran), O1CCCC1 (tetrahydrofuran). Reaction conditions: time 1 hour. Product: C(C)C1=CC=C(C=C1)C(C=1C=C(C(=O)OC)C=CC1)O (methyl 3-[(4-ethylphenyl)hydroxymethyl]benzoate). Isolated yield 46.0%. RXN SMILES: [CH:1]([C:3]1[CH:4]=[C:5]([CH:10]=[CH:11][C:12]=1O)[C:6]([O:8][CH3:9])=[O:7])=[O:2].[CH2:14]([C:16]1[CH:21]=[CH:20][C:19]([Li])=[CH:18][CH:17]=1)[CH3:15].C([Li])(C)(C)C.BrC1C=CC(CC)=CC=1.[Cl-].[NH4+]>O1CCCC1>[CH2:14]([C:16]1[CH:21]=[CH:20][C:19]([CH:1]([OH:2])[C:3]2[CH:4]=[C:5]([CH:10]=[CH:11][CH:12]=2)[C:6]([O:8][CH3:9])=[O:7])=[CH:18][CH:17]=1)[CH3:15] |f:4.5|. Procedure: To a mixture of methyl 3-formyl-4-hydroxybenzoate (4.0 g, 22.2 mmol) and tetrahydrofuran (100 mL), 4-ethylphenyllithium [which had been prepared by stirring t-butyllithium (66 mmol) into a mixture of 1-bromo-4-ethylbenzene (12.3 g, 66 mmol) and tetrahydrofuran (200 mL) at −70° C. for 30 minutes] was added at −70° C. and stirred for 1 hour. After addition of saturated aqueous ammonium chloride, the reaction mixture was extracted with ethyl acetate, and the organic phase was washed with saturated ...